Task: describe an organic reaction: reactants, conditions, products, and yield. Dataset: the Open Reaction Database (ORD), a public repository of structured organic reaction records Reported procedure: The product from Example 85A (0.110 g, 0.256 mmol) was dissolved in 3 mL of a 1:1 mixture of HOAc and 12 M aqueous HCl, and heated at 100° C. for 16 hours in a sealed vessel. The mixture was cooled to 0° C., diluted with 15 mL of water, and the pH was adjusted to ˜10 by the dropwise addition of 20% (w/v) aqueous KOH. The mixture was extracted three times with 25 mL of 5% n-propanol in CHCl3 and the combined extracts were dried over Na2SO4, filtered, and absorbed on silica gel. The crude material... Reaction conditions: temperature 100 celsius. The product is N1([C@@H]2[C@H](CC1)CNC2)C2=CC=C(C=C2)C2=CC=C(C=C2)N2N=CC=CC2=O (2-(4′-((3aR,6aR)-hexahydropyrrolo[3,4-b]pyrrol-1(2H)-yl)biphenyl-4-yl)pyridazin-3(2H)-one). Solvent: O (water), CC(=O)O (HOAc), Cl (HCl). Starting materials: O=C1C=CC=NN1C1=CC=C(C=C1)C1=CC=C(C=C1)N1[C@@H]2[C@H](CC1)CN(C2)C(=O)OCC ((3aR,6aR)-ethyl 1-(4′-(6-oxopyridazin-1(6H)-yl)biphenyl-4-yl)hexahydropyrrolo[3,4-b]pyrrole-5(1H)-carboxylate), [OH-].[K+] (KOH). Reaction SMILES: [O:1]=[C:2]1[N:7]([C:8]2[CH:13]=[CH:12][C:11]([C:14]3[CH:19]=[CH:18][C:17]([N:20]4[CH2:24][CH2:23][C@@H:22]5[CH2:25][N:26](C(OCC)=O)[CH2:27][C@H:21]45)=[CH:16][CH:15]=3)=[CH:10][CH:9]=2)[N:6]=[CH:5][CH:4]=[CH:3]1.[OH-].[K+]>CC(O)=O.Cl.O>[N:20]1([C:17]2[CH:18]=[CH:19][C:14]([C:11]3[CH:12]=[CH:13][C:8]([N:7]4[C:2](=[O:1])[CH:3]=[CH:4][CH:5]=[N:6]4)=[CH:9][CH:10]=3)=[CH:15][CH:16]=2)[CH2:24][CH2:23][C@@H:22]2[CH2:25][NH:26][CH2:27][C@H:21]12 |f:1.2|. Reactants: FC(C(=O)NC1=NON=C1C=1SC(=NN1)NC(CC1=CC(=CC=C1)OCCCCl)=O)(F)F (N-Trifluoroacetyl-4-(5-(3-(3-chloro-propoxy)-phenylacetyl)amino-[1,3,4]thiadiazol-2-yl)-furazan-3-ylamine), N1CCNCC1 (piperazine), CCO (EtOH). The solvent is O (water). The product is N1(CCNCC1)CCCOC=1C=C(C=CC1)CC(=O)NC=1SC(=NN1)C1=NON=C1N (2-(3-(3-(piperazin-1-yl)propoxy)phenyl)-N-(5-(4-amino-1,2,5-oxadiazol-3-yl)-1,3,4-thiadiazol-2-yl)acetamide). RXN SMILES: FC(F)(F)C([NH:5][C:6]1[C:10]([C:11]2[S:12][C:13]([NH:16][C:17](=[O:30])[CH2:18][C:19]3[CH:24]=[CH:23][CH:22]=[C:21]([O:25][CH2:26][CH2:27][CH2:28]Cl)[CH:20]=3)=[N:14][N:15]=2)=[N:9][O:8][N:7]=1)=O.[NH:33]1[CH2:38][CH2:37][NH:36][CH2:35][CH2:34]1.CCO>O>[N:33]1([CH2:28][CH2:27][CH2:26][O:25][C:21]2[CH:20]=[C:19]([CH2:18][C:17]([NH:16][C:13]3[S:12][C:11]([C:10]4[C:6]([NH2:5])=[N:7][O:8][N:9]=4)=[N:15][N:14]=3)=[O:30])[CH:24]=[CH:23][CH:22]=2)[CH2:38][CH2:37][NH:36][CH2:35][CH2:34]1. Procedure: N-Trifluoroacetyl-4-(5-(3-(3-chloro-propoxy)-phenylacetyl)amino-[1,3,4]thiadiazol-2-yl)-furazan-3-ylamine (0.05 g, 0.1 mmol), piperazine (0.035 g, 0.4 mmol) and EtOH (0.3 mL) were heated by microwave irradiation at 120° C. for 2×10 minutes. The reaction was diluted with water and purified by preparative HPLC. Yield: 0.03 g (33%). 1H-NMR (MeOD) δ 7.25 (t, 1H), 6.90–6.95 (m, 2H), 6.85 (d, 1H), 4.12 (t, 2H), 3.82 (s, 2H), 3.3.10–3.15 (m, 6H), 3.00 (t, 3H), 2.10–2.15 (m, 3H). LCMS 445.2 (M+1), HPLC ... The reactants are ClC1=C(C(=CC=C1)Cl)C=1NC2=C(N1)C=CC(=C2)C(=O)NN (2-(2,6-dichloro-phenyl)-3H-benzoimidazole-5-carboxylic acid hydrazide), CCN=C=NCCCN(C)C (EDCI), N1(C=NC=C1)C(=S)N1C=NC=C1 (di-imidazol-1-yl-methanethione), C12C(CC(CC1)C2)N (bicyclo[2.2.1]hept-2-ylamine). Run in CN(C)C=O (DMF), CN(C)C=O (DMF), O (water). Conditions: temperature 80 celsius, time 3 hour. Product: C12C(CC(CC1)C2)NC=2OC(=NN2)C2=CC1=C(N=C(N1)C1=C(C=CC=C1Cl)Cl)C=C2 (Bicyclo[2.2.1]hept-2-yl-{5-[2-(2,6-dichloro-phenyl)-3H-benzoimidazol-5-yl]-[1,3,4]oxadiazol-2-yl}-amine). As a reaction SMILES: N1(C(N2C=CN=C2)=S)C=CN=[CH:2]1.[CH:13]12[CH2:19][CH:16]([CH2:17][CH2:18]1)[CH2:15][CH:14]2[NH2:20].[Cl:21][C:22]1[CH:27]=[CH:26][CH:25]=[C:24]([Cl:28])[C:23]=1[C:29]1[NH:30][C:31]2[CH:37]=[C:36]([C:38]([NH:40][NH2:41])=[O:39])[CH:35]=[CH:34][C:32]=2[N:33]=1.CCN=C=NCCCN(C)C>CN(C=O)C.O>[CH:13]12[CH2:19][CH:16]([CH2:17][CH2:18]1)[CH2:15][CH:14]2[NH:20][C:2]1[O:39][C:38]([C:36]2[CH:35]=[CH:34][C:32]3[N:33]=[C:29]([C:23]4[C:24]([Cl:28])=[CH:25][CH:26]=[CH:27][C:22]=4[Cl:21])[NH:30][C:31]=3[CH:37]=2)=[N:40][N:41]=1. Procedure: Add di-imidazol-1-yl-methanethione (72 mg, 0.403 mmol) to a solution of bicyclo[2.2.1]hept-2-ylamine (48 uL, 0.403 mmol) in DMF (1 mL) and stir for 3 hr. Add 2-(2,6-dichloro-phenyl)-3H-benzoimidazole-5-carboxylic acid hydrazide (100 mg, 0.310 mmol) and DMF (1 mL) to the reaction. Heat the mixture to 80° C. for 1.5 hr. Add EDCI (119 mg, 0.620 mmol) and heat for 1 hr. Allow the reaction to cool to room temp and dilute with water (15 mL). Collect the resulting precipitate by filtration. Suspend the... The reactants are O=C([O-])[O-], O=C(Cl)c1ccccc1, [K+], [K+], NC(=O)CC(N)C(=O)O, O, O. The product is NC(=O)CC(NC(=O)c1ccccc1)C(=O)O. As a reaction SMILES: [C:11](=[O:12])([O-:13])[O-:14].[C:17]([c:18]1[cH:19][cH:20][cH:21][cH:22][cH:23]1)(=[O:24])[Cl:25].[K+:15].[K+:16].[NH2:2][CH:3]([CH2:4][C:5]([NH2:6])=[O:7])[C:8](=[O:9])[OH:10].[OH2:1].[OH2:26]>>[NH:2]([CH:3]([CH2:4][C:5]([NH2:6])=[O:7])[C:8](=[O:9])[OH:10])[C:17]([c:18]1[cH:19][cH:20][cH:21][cH:22][cH:23]1)=[O:24]. Reactants: C1(CC1)C1=NOC(=N1)C=1N=CN2C3=C(C(NCC12)=O)C=C(C=C3)OC (3-(3-Cyclopropyl-[1,2,4]oxadiazol-5-yl)-8-methoxy-4,5-dihydro-2,5,10b-triaza-benzo[e]azulen-6-one), CN(C1=CC=C(C=C1)C)C (N,N-dimethyl-p-toluidine), solution, NN (hydrazine), TBF, P(=O)(Br)(Br)Br (phosphoryl bromide). Run in C1(=CC=CC=C1)C (toluene). Product: C1(CC1)C1=NOC(=N1)C=1N=CN2C3=C(C(=NCC12)NN)C=C(C=C3)OC ([3-(3-Cyclopropyl-[1,2,4]oxadiazol-5-yl)-8-methoxy-4H-2,5,10b-triaza-benzo[e]azulen-6-yl]-hydrazine). The yield is 38.0%. RXN SMILES: [CH:1]1([C:4]2[N:8]=[C:7]([C:9]3[N:10]=[CH:11][N:12]4[C:18]=3[CH2:17][NH:16][C:15](=O)[C:14]3[CH:20]=[C:21]([O:24][CH3:25])[CH:22]=[CH:23][C:13]4=3)[O:6][N:5]=2)[CH2:3][CH2:2]1.CN(C)C1C=CC(C)=CC=1.P(Br)(Br)(Br)=O.[NH2:41][NH2:42]>C1(C)C=CC=CC=1>[CH:1]1([C:4]2[N:8]=[C:7]([C:9]3[N:10]=[CH:11][N:12]4[C:18]=3[CH2:17][N:16]=[C:15]([NH:41][NH2:42])[C:14]3[CH:20]=[C:21]([O:24][CH3:25])[CH:22]=[CH:23][C:13]4=3)[O:6][N:5]=2)[CH2:3][CH2:2]1. Procedure details: 3-(3-Cyclopropyl-[1,2,4]oxadiazol-5-yl)-8-methoxy-4,5-dihydro-2,5,10b-triaza-benzo[e]azulen-6-one (1 g, 3 mmol) and N,N-dimethyl-p-toluidine (0.856 mL, 5.9 mmol) were mixed in toluene (25 mL), treated with phosphoryl bromide (0.935 g, 3.3 mmol), and refluxed for 15 h. Toluene was evaporated and the residue extracted with CH2Cl2 (50 mL) and water (50 mL). The organic layer was dried, evaporated, redissolved in THF (50 mL), and treated with a 1 M solution of anhydrous hydrazine in TBF (10 mL, 10 m... The reactants are ClC=1C(=C(C=CC1)S(=O)(=O)Cl)C (3-chloro-2-methylbenzenesulphonyl chloride), N1=CC=CC=C1 (pyridine), C(=O)(O)[O-].[Na+] (NaHCO3), NC=1C=C2N=CC(=NC2=CC1)C (6-amino-2-methylquinoxaline). RXN SMILES: [Cl:1][C:2]1[C:3]([CH3:12])=[C:4]([S:8](Cl)(=[O:10])=[O:9])[CH:5]=[CH:6][CH:7]=1.N1C=CC=CC=1.[NH2:19][C:20]1[CH:21]=[C:22]2[C:27](=[CH:28][CH:29]=1)[N:26]=[C:25]([CH3:30])[CH:24]=[N:23]2.C([O-])(O)=O.[Na+]>ClCCl>[Cl:1][C:2]1[C:3]([CH3:12])=[C:4]([S:8]([NH:19][C:20]2[CH:21]=[C:22]3[C:27](=[CH:28][CH:29]=2)[N:26]=[C:25]([CH3:30])[CH:24]=[N:23]3)(=[O:10])=[O:9])[CH:5]=[CH:6][CH:7]=1 |f:3.4|. Procedure details: To a solution of 3-chloro-2-methylbenzenesulphonyl chloride (119 mg, 0.528 mmol) in dichloromethane (3 mL) was added pyridine (100 μL, 1.26 mmol) and the mixture was stirred under N2 for 5 min, after which time 6-amino-2-methylquinoxaline (80 mg, 0.50 mmol) was added. The resulting mixture was stirred for 5 h. at room temperature, then saturated NaHCO3 solution (8 mL) was added and the mixture was extracted into ethyl acetate (15 mL). The organic phase was washed with brine, dried (Na2SO4), filt... Yield: 92.6%. Run at time 5 minute. The solvent is ClCCl (dichloromethane). The product is ClC=1C(=C(C=CC1)S(=O)(=O)NC=1C=C2N=CC(=NC2=CC1)C)C (3-chloro-N-(2-methyl-quinoxalin-6-yl)-2-methyl-benzenesulfonamide). Reactants: O=O (oxygen), alcohol, CO (methyl alcohol), [OH-].[Na+] (sodium hydroxide), ( 0.74 ), C1(CCCCC1)S (cyclohexyl mercaptan). Reagents/catalysts: [Co] (cobalt), [Co] (cobalt), C(C)(=O)[O-].[Co+2].C(C)(=O)[O-] (cobalt acetate). The solvent is O (water). Conditions: temperature 131 fahrenheit, time 3 hour. Yields the product ( mm ), C1(CCCCC1)SSC1CCCCC1 (dicyclohexyl disulfide). The yield is 83.8%. As a reaction SMILES: CO.[OH-].[Na+].[CH:5]1([SH:11])[CH2:10][CH2:9][CH2:8][CH2:7][CH2:6]1.O=O>[Co].C([O-])(=O)C.[Co+2].C([O-])(=O)C.O>[CH:5]1([S:11][S:11][CH:5]2[CH2:10][CH2:9][CH2:8][CH2:7][CH2:6]2)[CH2:10][CH2:9][CH2:8][CH2:7][CH2:6]1 |f:1.2,6.7.8|. Reported procedure: This example is an inventive run illustrating the use of another soluble cobalt-containing catalyst system. The run also suggests that because of the enhanced catalyst activity of the cobalt-containing catalyst system, the reaction can be operated with less alcohol present. Into a 300 milliliter stainless steel reactor equipped as described in Example I was charged 12 grams of methyl alcohol, 2 grams of sodium hydroxide, 0.1 gram of cobalt acetate and 86 grams (0.74) moles of cyclohexyl mercapta... The reactants are CC(=O)C (acetone), CC(=O)O (HOAc), Cl.N[C@H]1CN(CCC1)C=1N=NC(=C(N1)NC1=CC=C(C=C1)C(=O)N1CCOCC1)C(=O)N ((R)-3-(3-aminopiperidin-1-yl)-5-(4-(morpholine-4-carbonyl)phenylamino)-1,2,4-triazine-6-carboxamide HCl salt), CCN(C(C)C)C(C)C (DIEA), [BH-](OC(=O)C)(OC(=O)C)OC(=O)C.[Na+] (NaBH(OAc)3). Run in ClCCCl (1,2-dichloroethane), O1CCOCC1 (dioxane), O (water). Reaction conditions: time 3 hour. The product is C(C)(C)N[C@H]1CN(CCC1)C=1N=NC(=C(N1)NC1=CC=C(C=C1)C(=O)N1CCOCC1)C(=O)N ((R)-3-(3-(isopropylamino)piperidin-1-yl)-5-(4-(morpholine-4-carbonyl)phenylamino)-1,2,4-triazine-6-carboxamide), Cl (HCl). Yield: 222.0%. As a reaction SMILES: [ClH:1].[NH2:2][C@@H:3]1[CH2:8][CH2:7][CH2:6][N:5]([C:9]2[N:10]=[N:11][C:12]([C:30]([NH2:32])=[O:31])=[C:13]([NH:15][C:16]3[CH:21]=[CH:20][C:19]([C:22]([N:24]4[CH2:29][CH2:28][O:27][CH2:26][CH2:25]4)=[O:23])=[CH:18][CH:17]=3)[N:14]=2)[CH2:4]1.CCN(C(C)C)[CH:36]([CH3:38])[CH3:37].CC(C)=O.CC(O)=O.[BH-](OC(C)=O)(OC(C)=O)OC(C)=O.[Na+]>ClCCCl.O1CCOCC1.O>[CH:36]([NH:2][C@@H:3]1[CH2:8][CH2:7][CH2:6][N:5]([C:9]2[N:10]=[N:11][C:12]([C:30]([NH2:32])=[O:31])=[C:13]([NH:15][C:16]3[CH:17]=[CH:18][C:19]([C:22]([N:24]4[CH2:25][CH2:26][O:27][CH2:28][CH2:29]4)=[O:23])=[CH:20][CH:21]=3)[N:14]=2)[CH2:4]1)([CH3:38])[CH3:37].[ClH:1] |f:0.1,5.6|. Procedure: To a solution of (R)-3-(3-aminopiperidin-1-yl)-5-(4-(morpholine-4-carbonyl)phenylamino)-1,2,4-triazine-6-carboxamide HCl salt (100 mg, 0.21 mmol) in 1,2-dichloroethane (10 mL) and dioxane (10 mL) was added DIEA (0.18 mL, 1.05 mmol) and then acetone (0.31 mL, 4.2 mmol). The mixture was stirred for 3 h at RT. To the mixture was added HOAc (0.12 mL, 2.1 mmol) and then NaBH(OAc)3 (223 mg, 1.05 mmol). The mixture was stirred at RT overnight and then water (2 mL) was added. The mixture was concentrate... The reactants are Cc1nc2ccccc2n1-c1nc(N2CCOCC2)c2nc(CBr)n(C)c2n1, NC1CC2CCC1C2. Product: Cc1nc2ccccc2n1-c1nc(N2CCOCC2)c2nc(CNC3CC4CCC3C4)n(C)c2n1. RXN SMILES: [Br:1][CH2:2][c:3]1[n:4]([CH3:28])[c:5]2[n:6][c:7](-[n:18]3[c:19]([CH3:27])[n:20][c:21]4[c:22]3[cH:23][cH:24][cH:25][cH:26]4)[n:8][c:9]([N:12]3[CH2:13][CH2:14][O:15][CH2:16][CH2:17]3)[c:10]2[n:11]1.[CH:29]12[CH:30]([NH2:36])[CH2:31][CH:32]([CH2:33][CH2:34]1)[CH2:35]2>>[CH2:2]([c:3]1[n:4]([CH3:28])[c:5]2[n:6][c:7](-[n:18]3[c:19]([CH3:27])[n:20][c:21]4[c:22]3[cH:23][cH:24][cH:25][cH:26]4)[n:8][c:9]([N:12]3[CH2:13][CH2:14][O:15][CH2:16][CH2:17]3)[c:10]2[n:11]1)[NH:36][CH:30]1[CH:29]2[CH2:34][CH2:33][CH:32]([CH2:31]1)[CH2:35]2.